The task is: describe an organic reaction: reactants, conditions, products, and yield. This data is from the Open Reaction Database (ORD), a public repository of structured organic reaction records. Starting materials: C(C)(C)(C)OC(=O)N[C@@H](COS(=O)(=O)C)C ((R)-methanesulfonic acid 2-tert-butoxycarbonylamino-propyl ester), N1CCOCC1 (morpholine). The solvent is C(C)#N (acetonitrile). Product: C(C)(C)(C)OC(N[C@@H](CN1CCOCC1)C)=O ((R)-(1-Methyl-2-morpholin-4-yl-ethyl)-carbamic acid tert-butyl ester). The yield is 59.2%. Reaction SMILES: [C:1]([O:5][C:6]([NH:8][C@H:9]([CH3:16])[CH2:10]OS(C)(=O)=O)=[O:7])([CH3:4])([CH3:3])[CH3:2].[NH:17]1[CH2:22][CH2:21][O:20][CH2:19][CH2:18]1>C(#N)C>[C:1]([O:5][C:6](=[O:7])[NH:8][C@H:9]([CH3:16])[CH2:10][N:17]1[CH2:22][CH2:21][O:20][CH2:19][CH2:18]1)([CH3:4])([CH3:3])[CH3:2]. Reported procedure: Heat a mixture of (R)-methanesulfonic acid 2-tert-butoxycarbonylamino-propyl ester (0.083 mol, 20 g) and morpholine (0.83 mol, 72.2 g) in acetonitrile (210 mL) to 65° C. for 16 h. Concentrate the reaction mixture, dilute the residue with water, extract with dichloromethane, combine organic layer and wash with water. Dry the organic layer over anhydrous sodium sulfate, filter and concentrate under vacuum to obtain the title compound (12 g, 62%) as yellow thick oil. 1H NMR (400 MHz, CDCl3) δ 1.13 ...